From a dataset of the Open Reaction Database (ORD), a public repository of structured organic reaction records. describe an organic reaction: reactants, conditions, products, and yield Reactants: C1(CCC1)N1CCN(CC1)C(=O)C=1C=C2C=C(NC2=CC1)C(=O)N1CCC(CC1)(F)F ([5-(4-Cyclobutyl-piperazine-1-carbonyl)-1H-indol-2-yl]-(4,4-difluoro-piperidin-1-yl)-methanone), ClC=1C=C(C=CC1)B(O)O (3-chlorophenylboronic acid), N1=CC=CC=C1 (pyridine). The reagents and catalysts are C(C)(=O)[O-].[Cu+2].C(C)(=O)[O-] (copper(II) acetate). Run in ClCCl (dichloromethane). The product is ClC=1C=C(C=CC1)N1C(=CC2=CC(=CC=C12)C(=O)N1CCN(CC1)C1CCC1)C(=O)N1CCC(CC1)(F)F ([1-(3-Chloro-phenyl)-5-(4-cyclobutyl-piperazine-1-carbonyl)-1H-indol-2-yl]-(4,4-difluoro-piperidin-1-yl)-methanone). The yield is 10.0%. Reaction SMILES: [CH:1]1([N:5]2[CH2:10][CH2:9][N:8]([C:11]([C:13]3[CH:14]=[C:15]4[C:19](=[CH:20][CH:21]=3)[NH:18][C:17]([C:22]([N:24]3[CH2:29][CH2:28][C:27]([F:31])([F:30])[CH2:26][CH2:25]3)=[O:23])=[CH:16]4)=[O:12])[CH2:7][CH2:6]2)[CH2:4][CH2:3][CH2:2]1.[Cl:32][C:33]1[CH:34]=[C:35](B(O)O)[CH:36]=[CH:37][CH:38]=1.N1C=CC=CC=1>ClCCl.C([O-])(=O)C.[Cu+2].C([O-])(=O)C>[Cl:32][C:33]1[CH:38]=[C:37]([N:18]2[C:19]3[C:15](=[CH:14][C:13]([C:11]([N:8]4[CH2:7][CH2:6][N:5]([CH:1]5[CH2:2][CH2:3][CH2:4]5)[CH2:10][CH2:9]4)=[O:12])=[CH:21][CH:20]=3)[CH:16]=[C:17]2[C:22]([N:24]2[CH2:25][CH2:26][C:27]([F:30])([F:31])[CH2:28][CH2:29]2)=[O:23])[CH:36]=[CH:35][CH:34]=1 |f:4.5.6|. Reported procedure: The title compound was synthesized in analogy to example 66, from [5-(4-cyclobutyl-piperazine-1-carbonyl)-1H-indol-2-yl]-(4,4-difluoro-piperidin-1-yl)-methanone (example 41), 3-chlorophenylboronic acid, copper(II) acetate and pyridine in dichloromethane, to give the desired product as a colorless solid (10%). Starting materials: Cl (HCl), NC1=C(C(=O)NCC2=CC(=C(C=C2)OC)OC)C=C(C=C1)OCC1=CC=CC=C1 (2-amino-5-(benzyloxy)-N-(3,4-dimethoxybenzyl)benzamide), S1CCC(CC1)=O (tetrahydro-4H-thiopyran-4-one), C(C)(=O)O[BH-](OC(C)=O)OC(C)=O.[Na+] (sodium triacetoxyborohydride). The solvent is C(C)(=O)O (acetic acid). The product is C(C1=CC=CC=C1)OC=1C=CC(=C(C(=O)NCC2=CC(=C(C=C2)OC)OC)C1)NC1CCSCC1 (5-(benzyloxy)-N-(3,4-dimethoxybenzyl)-2-(tetrahydro-2H-thiopyran-4-ylamino)benzamide). Yield: 67.8%. As a reaction SMILES: [NH2:1][C:2]1[CH:21]=[CH:20][C:19]([O:22][CH2:23][C:24]2[CH:29]=[CH:28][CH:27]=[CH:26][CH:25]=2)=[CH:18][C:3]=1[C:4]([NH:6][CH2:7][C:8]1[CH:13]=[CH:12][C:11]([O:14][CH3:15])=[C:10]([O:16][CH3:17])[CH:9]=1)=[O:5].[S:30]1[CH2:35][CH2:34][C:33](=O)[CH2:32][CH2:31]1.C(O[BH-](OC(=O)C)OC(=O)C)(=O)C.[Na+].Cl>C(O)(=O)C>[CH2:23]([O:22][C:19]1[CH:20]=[CH:21][C:2]([NH:1][CH:33]2[CH2:34][CH2:35][S:30][CH2:31][CH2:32]2)=[C:3]([CH:18]=1)[C:4]([NH:6][CH2:7][C:8]1[CH:13]=[CH:12][C:11]([O:14][CH3:15])=[C:10]([O:16][CH3:17])[CH:9]=1)=[O:5])[C:24]1[CH:25]=[CH:26][CH:27]=[CH:28][CH:29]=1 |f:2.3|. Procedure details: A mixture of 0.235 g of 2-amino-5-(benzyloxy)-N-(3,4-dimethoxybenzyl)benzamide, 0.090 g of tetrahydro-4H-thiopyran-4-one and 0.78 g of sodium triacetoxyborohydride in 0.5 ml of acetic acid is irradiated in a microwave field for 5 minutes at 130° C. 1N HCl is added and the mixture is extracted with EtOAc. The organic phase is dried over MgSO4 and filtered, and the filtrate is evaporated under reduced pressure. The residue is chromatographed on silica gel, eluting with a heptane/EtOAc mixture from... The reactants are CN(C)C=O, Cl, N#CCS(=O)(=O)CCC(F)(F)C(F)(F)F, [H-], FC(F)(F)C(F)(F)C(F)(F)CCI, [Na+]. The product is N#CC(CCC(F)(F)C(F)(F)C(F)(F)F)S(=O)(=O)CCC(F)(F)C(F)(F)F. Reaction SMILES: [CH3:32][N:33]([CH3:34])[CH:35]=[O:36].[ClH:31].[F:14][C:15]([CH2:16][CH2:17][S:18](=[O:19])(=[O:20])[CH2:21][C:22]#[N:23])([C:24]([F:25])([F:26])[F:27])[F:28].[H-:29].[I:1][CH2:2][CH2:3][C:4]([C:5]([C:6]([F:7])([F:8])[F:9])([F:10])[F:11])([F:12])[F:13].[Na+:30]>>[CH2:2]([CH2:3][C:4]([C:5]([C:6]([F:7])([F:8])[F:9])([F:10])[F:11])([F:12])[F:13])[CH:21]([S:18]([CH2:17][CH2:16][C:15]([F:14])([C:24]([F:25])([F:26])[F:27])[F:28])(=[O:19])=[O:20])[C:22]#[N:23]. Starting materials: CS(=O)(=O)OCC1CC=2C=CC(=NC2C=2N1C=1C=CC=C(C1C2)F)Cl ((2-chloro-11-fluoro-5,6-dihydroindolo[1,2-h][1,7]naphthyridin-6-yl)methyl methanesulfonate), [C-]#N.[K+] (KCN). The solvent is CN(C)C=O (DMF), O (water). Reaction conditions: temperature 80 celsius, time 15 hour. The product is ClC1=NC=2C=3N(C(CC2C=C1)CC#N)C=1C=CC=C(C1C3)F (2-(2-chloro-11-fluoro-5,6-dihydroindolo[1,2-h][1,7]naphthyridin-6-yl)acetonitrile). The yield is 76.4%. RXN SMILES: CS(O[CH2:6][CH:7]1[N:16]2[C:17]3[CH:18]=[CH:19][CH:20]=[C:21]([F:24])[C:22]=3[CH:23]=[C:15]2[C:14]2[N:13]=[C:12]([Cl:25])[CH:11]=[CH:10][C:9]=2[CH2:8]1)(=O)=O.[C-:26]#[N:27].[K+]>CN(C=O)C.O>[Cl:25][C:12]1[CH:11]=[CH:10][C:9]2[CH2:8][CH:7]([CH2:6][C:26]#[N:27])[N:16]3[C:17]4[CH:18]=[CH:19][CH:20]=[C:21]([F:24])[C:22]=4[CH:23]=[C:15]3[C:14]=2[N:13]=1 |f:1.2|. Reported procedure: A mixture of (2-chloro-11-fluoro-5,6-dihydroindolo[1,2-h][1,7]naphthyridin-6-yl)methyl methanesulfonate (1 g, 2.52 mmol) and KCN (491 mg, 7.55 mmol) in DMF (15 mL) was stirred at 80° C. for 15 hours. The mixture was diluted with water (30 mL) and extracted with EA (20 mL×3). The organic layer was washed with brine (30 mL), dried over Na2SO4 and concentrated. The residue was purified by column (PE:EA=1:1) to afford the desired product of 2-(2-chloro-11-fluoro-5,6-dihydroindolo[1,2-h][1,7]naphthyr... Reactants: S(O)(O)(=O)=O (sulfuric acid), CC1(OC(=CC(O1)=O)C)C (2,2,6-trimethyl-4H-1,3-dioxin-4-one), [Cr](=O)(=O)([O-])O[Cr](=O)(=O)[O-].[K+].[K+] (potassium dichromate), CC1=CC(NC=2C(C=CC(C12)=O)=O)=O (4-methyl-(1H)-quinoline-2,5,8-trione), COC1=C(N)C=C(C=C1)OC (2,5-dimethoxyaniline), Br (hydrobromic acid). Product: C(C)C=1C(NC=2C(C=CC(C2C1)=O)=O)=O (3-ethyl-1H-quinoline-2,5,8-trione), 2,5-dimethoxybutyranilide. As a reaction SMILES: C[C:2]1[C:11]2[C:10](=[O:12])[CH:9]=[CH:8][C:7](=[O:13])[C:6]=2[NH:5][C:4](=[O:14])[CH:3]=1.CO[C:17]1C=CC(OC)=C[C:18]=1N.CC1(C)OC(=O)C=C(C)O1.S(=O)(=O)(O)O.Br.[Cr](O[Cr]([O-])(=O)=O)([O-])(=O)=O.[K+].[K+]>>[CH2:17]([C:3]1[C:4](=[O:14])[NH:5][C:6]2[C:7](=[O:13])[CH:8]=[CH:9][C:10](=[O:12])[C:11]=2[CH:2]=1)[CH3:18] |f:5.6.7|. Procedure details: Thus, for example the dienophile, 4-methyl-(1H)-quinoline-2,5,8-trione, may be obtained by acetoacetylation of 2,5-dimethoxyaniline with 2,2,6-trimethyl-4H-1,3-dioxin-4-one, followed by Knorr cyclization with sulfuric acid, demethylation with hydrobromic acid and oxidation with potassium dichromate in an acidic medium. The starting dienophile, 3-ethyl-1H-quinoline-2,5,8-trione, may be obtained through Vilsmeier-Haack formylation of 2,5-dimethoxybutyranilide, followed by acidic hydrolysis and oxi... Reactants: C(#N)C1=NC=CC=C1 (2-Cyano pyridine), B(F)(F)F.CCOCC (BF3.Et2O), O (water), CC[Mg+].[Br-] (EtMgBr), C(C)[Mg]Br (Ethyl Magnesium Bromide). The reagents and catalysts are CC([O-])C.[Ti+4].CC([O-])C.CC([O-])C.CC([O-])C (Titanium isopropoxide). The solvent is C1CCOC1 (THF), C1CCOC1 (THF). Conditions: time 15 minute. Product: N1=C(C=CC=C1)C1(CC1)N (1-(Pyridin-2-yl)cyclopropanamine). As a reaction SMILES: [C:1]([C:3]1[CH:8]=[CH:7][CH:6]=[CH:5][N:4]=1)#[N:2].[CH2:9]([Mg]Br)[CH3:10].B(F)(F)F.CCOCC.O>C1COCC1.CC(C)[O-].[Ti+4].CC(C)[O-].CC(C)[O-].CC(C)[O-]>[N:4]1[CH:5]=[CH:6][CH:7]=[CH:8][C:3]=1[C:1]1([NH2:2])[CH2:10][CH2:9]1 |f:2.3,6.7.8.9.10|. Procedure details: 2-Cyano pyridine (5 g, 48.0 mmol, 1 eq) was taken in dry THF under Argon atmosphere. To this mixture was added slowly Titanium isopropoxide (17 ml, 57.6 mmol, 1.2 eq) at ambient temperature. The reaction mass was stirred for 15 mins. Ethyl Magnesium Bromide (1 M solution) in THF (107 ml, 809 mmol, 2.5 eq) was added via syringe slowly at room temperature, (During the addition of EtMgBr reaction mass becomes black). Then the reaction mass stirred for an hour and BF3.Et2O (16.7 ml, 120.0 mmol, 2.5 ... Starting materials: O (water), COC1=CC=C(O)C=C1 (hydroquinone monomethyl ether), C(C=C)(=O)O (acrylic acid), C1(=CC=C(C=C1)S(=O)(=O)O)C (p-toluenesulfonic acid). Solvent: C1(=CC=CC=C1)C (toluene). Conditions: time 2 hour. Yields the product C(C=C)(=O)OC(CCCCCCC)CC (deca-8-yl acrylate). The yield is 70.0%. As a reaction SMILES: O.[C:2]([OH:6])(=[O:5])[CH:3]=[CH2:4].[C:7]1([CH3:17])[CH:12]=[CH:11][C:10](S(O)(=O)=O)=[CH:9][CH:8]=1.CO[C:20]1[CH:26]=CC(O)=C[CH:21]=1>C1(C)C=CC=CC=1>[C:2]([O:6][CH:12]([CH2:7][CH3:17])[CH2:11][CH2:10][CH2:9][CH2:8][CH2:21][CH2:20][CH3:26])(=[O:5])[CH:3]=[CH2:4]. Procedure details: In a 10-liter separable flask equipped with a stirrer, a condenser and a water separator, 2700 g of tricyclo[5.2.1.02,6 ]deca-8-ol, 1588 g of acrylic acid, 2700 g of toluene, 135 g of p-toluenesulfonic acid, and 0.64 g of hydroquinone monomethyl ether were placed and reacted at 115° C. with stirring for 2 hours while removing the water generated out of the system. Then, the reaction solution was taken out of the flask and then subjected to distillation to remove low boiling point components. The... Reaction SMILES: [Al+3:16].[H-:15].[H-:18].[H-:19].[H-:20].[Li+:17].[O:1]([c:2]1[cH:3][cH:4][cH:5][cH:6][cH:7]1)[CH2:8][CH:9]([CH2:10][N:11]=[N+:12]=[N-:13])[OH:14].[O:21]1[CH2:22][CH2:23][CH2:24][CH2:25]1>>[O:1]([c:2]1[cH:3][cH:4][cH:5][cH:6][cH:7]1)[CH2:8][CH:9]([CH2:10][NH2:11])[OH:14]. Yields the product NCC(O)COc1ccccc1. Reactants: [Al+3], [H-], [H-], [H-], [H-], [Li+], [N-]=[N+]=NCC(O)COc1ccccc1, C1CCOC1. Reactants: C(C)(C)(C)N (tertiary-butylamine), ClCC(=O)C1=CC=C(C=C1)F (α-chloro-p-fluoroacetophenone), C(C)(=O)O (acetic acid), [BH4-].[Na+] (NaBH4). Solvent: CO (methanol). Reaction conditions: temperature -5 celsius, time 1 hour. Product: FC1=CC=C(C=C1)C(CNC(C)(C)C)O (1-(4-fluorophenyl)-2-tertiary-butylamino-1-ethanol). The yield is 63.0%. Reaction SMILES: Cl[CH2:2][C:3]([C:5]1[CH:10]=[CH:9][C:8]([F:11])=[CH:7][CH:6]=1)=[O:4].[BH4-].[Na+].C(O)(=O)C.[C:18]([NH2:22])([CH3:21])([CH3:20])[CH3:19]>CO>[F:11][C:8]1[CH:9]=[CH:10][C:5]([CH:3]([OH:4])[CH2:2][NH:22][C:18]([CH3:21])([CH3:20])[CH3:19])=[CH:6][CH:7]=1 |f:1.2|. Procedure: 50 g (0.289 mol) of α-chloro-p-fluoroacetophenone are dissolved in 900 ml of methanol. The mixture is cooled to -5° C. and 5.80 g of NaBH4 are added. It is left in contact for 1 hour then 10 ml of acetic acid are added. 151 ml of tertiary-butylamine are added and the mixture is refluxed for 12 hours. It is evaporated to dryness and the residue of evaporation is taken up in distilled water. The free base which has crystallised is filtered off and, by recrystallisation in hexane, 39 g (yield 63%) ...